From a dataset of the Open Reaction Database (ORD), a public repository of structured organic reaction records. describe an organic reaction: reactants, conditions, products, and yield Starting materials: BrC(C)C (2-bromopropane), C([O-])([O-])=O.[K+].[K+] (potassium carbonate), FC=1C=C(C=CC1OC1=C2C(=NC=C1)NC=C2)NC2=NC(=NC(=C2)C2CNCCC2)N (N4-[3-Fluoro-4-(1H-pyrrolo[2,3-b]pyridin-4-yloxy)phenyl]-6-piperidin-3-ylpyrimidine-2,4-diamine). The solvent is CN(C)C=O (DMF). Reaction conditions: time 18 hour. Yields the product FC=1C=C(C=CC1OC1=C2C(=NC=C1)NC=C2)NC2=NC(=NC(=C2)C2CN(CCC2)C(C)C)N (N4-[3-Fluoro-4-(1H-pyrrolo[2,3-b]pyridin-4-yloxy)phenyl]-6-(1-isopropylpiperidin-3-yl)pyrimidine-2,4-diamine). Reaction SMILES: [F:1][C:2]1[CH:3]=[C:4]([NH:18][C:19]2[CH:24]=[C:23]([CH:25]3[CH2:30][CH2:29][CH2:28][NH:27][CH2:26]3)[N:22]=[C:21]([NH2:31])[N:20]=2)[CH:5]=[CH:6][C:7]=1[O:8][C:9]1[CH:14]=[CH:13][N:12]=[C:11]2[NH:15][CH:16]=[CH:17][C:10]=12.Br[CH:33]([CH3:35])[CH3:34].C(=O)([O-])[O-].[K+].[K+]>CN(C=O)C>[F:1][C:2]1[CH:3]=[C:4]([NH:18][C:19]2[CH:24]=[C:23]([CH:25]3[CH2:30][CH2:29][CH2:28][N:27]([CH:33]([CH3:35])[CH3:34])[CH2:26]3)[N:22]=[C:21]([NH2:31])[N:20]=2)[CH:5]=[CH:6][C:7]=1[O:8][C:9]1[CH:14]=[CH:13][N:12]=[C:11]2[NH:15][CH:16]=[CH:17][C:10]=12 |f:2.3.4|. Procedure details: 50 mg (0.119 mmol) of N4-[3-fluoro-4-(1H-pyrrolo[2,3-b]pyridin-4-yloxy)phenyl]-6-piperidin-3-ylpyrimidine-2,4-diamine (from example 134) are dissolved in DMF. 0.013 ml (0.143 mmol) of 2-bromopropane and 49 mg (0.358 mmol) of potassium carbonate are added, and the mixture is stirred at room temperature for 18 hours. The suspension is filtered off with suction and the filtrate is purified by preparative HPLC. Reactants: Cl (hydrochloric acid), COC1=CC=C(C=C1)O (4-methoxyphenol), BrCCCO (3-bromopropanol), [OH-].[Na+] (sodium hydroxide). The solvent is CS(=O)C (DMSO). Run at time 0.75 hour. Yields the product COC1=CC=C(OCCCO)C=C1 (3-(4-Methoxyphenoxy)-1-propanol). RXN SMILES: [CH3:1][O:2][C:3]1[CH:8]=[CH:7][C:6]([OH:9])=[CH:5][CH:4]=1.Br[CH2:11][CH2:12][CH2:13][OH:14].[OH-].[Na+].Cl>CS(C)=O>[CH3:1][O:2][C:3]1[CH:8]=[CH:7][C:6]([O:9][CH2:11][CH2:12][CH2:13][OH:14])=[CH:5][CH:4]=1 |f:2.3|. Reported procedure: To a solution of 4-methoxyphenol (1.24 g) and 3-bromopropanol (1.18 ml) in DMSO (15 ml) was added in one portion powdered sodium hydroxide (1.12 g). The mixture was stirred for 0.75 h then poured into 2N hydrochloric acid (100 ml) and extracted with ethyl acetate (100 ml). The organic phase was washed with water (100 ml), dried and concentrated to give the title compound (1.785 g) as a pale brown solid, m.p. 56°-60°.